Dataset: the Open Reaction Database (ORD), a public repository of structured organic reaction records. Task: describe an organic reaction: reactants, conditions, products, and yield Starting materials: FC(CCC(C#N)C#N)(F)F ((3,3,3-trifluoropropyl)malononitrile), C([O-])([O-])=O.[K+].[K+] (potassium carbonate), ClCC=1C=NC(=CC1)C(F)(F)F (3-(chloromethyl)-6-(trifluoromethyl)pyridine). The solvent is CN(C=O)C (N,N-dimethylformamide). Yields the product FC(C1=CC=C(C=N1)CC(C#N)(C#N)CCC(F)(F)F)(F)F (2-((6-(trifluoromethyl)-3-pyridyl)methyl)-2-(3,3,3-trifluoropropyl)malononitrile). Yield: 79.1%. RXN SMILES: [F:1][C:2]([F:11])([F:10])[CH2:3][CH2:4][CH:5]([C:8]#[N:9])[C:6]#[N:7].C(=O)([O-])[O-].[K+].[K+].Cl[CH2:19][C:20]1[CH:21]=[N:22][C:23]([C:26]([F:29])([F:28])[F:27])=[CH:24][CH:25]=1>CN(C)C=O>[F:29][C:26]([F:27])([F:28])[C:23]1[N:22]=[CH:21][C:20]([CH2:19][C:5]([CH2:4][CH2:3][C:2]([F:10])([F:11])[F:1])([C:8]#[N:9])[C:6]#[N:7])=[CH:25][CH:24]=1 |f:1.2.3|. Procedure: By using (3,3,3-trifluoropropyl)malononitrile (83 mg), N,N-dimethylformamide (10 ml), potassium carbonate (71 mg) and 3-(chloromethyl)-6-(trifluoromethyl)pyridine (100 mg) according to the similar method described in Production Example 4 was obtained 130 mg of 2-((6-(trifluoromethyl)-3-pyridyl)methyl)-2-(3,3,3-trifluoropropyl)malononitrile represented by the following formula (hereinafter referred to as the present invention compound (9)). The reactants are ClC=1C=CC=C2C=C(NC12)B1OC(C(O1)(C)C)(C)C (7-chloro-2-(4,4,5,5-tetramethyl-[1,3,2]dioxaborolan-2-yl)-1H-indole), C(C)(=O)OC1=C2C=CNC2=CC=C1 (1H-indol-4-yl acetate). Yields the product C(C)(=O)OC1=C2C=C(NC2=CC=C1)B1OC(C(O1)(C)C)(C)C (2-(4,4,5,5-Tetramethyl-[1,3,2]dioxaborolan-2-yl)-1H-indole-4-yl acetate). As a reaction SMILES: Cl[C:2]1[CH:3]=[CH:4][CH:5]=[C:6]2[C:10]=1[NH:9][C:8]([B:11]1[O:15][C:14]([CH3:17])([CH3:16])[C:13]([CH3:19])([CH3:18])[O:12]1)=[CH:7]2.[C:20]([O:23]C1C=CC=C2C=1C=CN2)(=[O:22])[CH3:21]>>[C:20]([O:23][C:5]1[CH:4]=[CH:3][CH:2]=[C:10]2[C:6]=1[CH:7]=[C:8]([B:11]1[O:15][C:14]([CH3:17])([CH3:16])[C:13]([CH3:19])([CH3:18])[O:12]1)[NH:9]2)(=[O:22])[CH3:21]. Reported procedure: Prepared according to a procedure analogous to that described for 7-chloro-2-(4,4,5,5-tetramethyl-[1,3,2]dioxaborolan-2-yl)-1H-indole using 1H-indol-4-yl acetate. The reactants are [OH-].[Na+] (sodium hydroxide), C(Cl)C1CO1 (epichlorohydrin), ice water, C1(=CC=CC=C1)C (toluene), OC1CC(NC(C1)(C)C)(C)C (4-hydroxy-2,2,6,6-tetramethylpiperidine). The reagents and catalysts are [Br-].C(CCC)[N+](CCCC)(CCCC)CCCC (tetrabutylammonium bromide). Solvent: O (water). Reaction conditions: temperature 50 celsius, time 4 hour. The product is CC1(NC(CC(C1)OCC1CO1)(C)C)C (2,2,6,6-Tetramethyl-4-(2,3-Epoxypropoxy)Piperidine). RXN SMILES: [OH-].[Na+].C1(C)C=CC=CC=1.[OH:10][CH:11]1[CH2:16][C:15]([CH3:18])([CH3:17])[NH:14][C:13]([CH3:20])([CH3:19])[CH2:12]1.[CH2:21]([CH:23]1[O:25][CH2:24]1)Cl>O.[Br-].C([N+](CCCC)(CCCC)CCCC)CCC>[CH3:17][C:15]1([CH3:18])[CH2:16][CH:11]([O:10][CH2:21][CH:23]2[O:25][CH2:24]2)[CH2:12][C:13]([CH3:20])([CH3:19])[NH:14]1 |f:0.1,6.7|. Procedure: In a 750 ml sulfonating flask with mechanical stirrer, condenser and 100 ml dropping funnel 64.0 g (1.6 mol) of sodium hydroxide are dissolved in 64 ml of water under an argon atmosphere. 170 ml of toluene, 10.3 g (31.8 mmol) of tetrabutylammonium bromide and 50 g (318 mmol) of 4-hydroxy-2,2,6,6-tetramethylpiperidine are added. 58.8 g (636 mmol) of epichlorohydrin are added dropwise at 45° C. The mixture is then stirred at 50° C. for 4 hours. The reaction mixture is cooled to room temperature an... Reactants: BrC1=CC=C(C=C1)C1OCCO1 (2-(4-bromo-phenyl)-1,3-dioxolane), C(CCC)[Li] (n-butyl lithium), C(=O)N1CCOCC1 (N-formylmorpholine). Run in O1CCCC1 (tetrahydrofuran). Conditions: temperature -78 celsius, time 1 hour. Product: O1C(OCC1)C1=CC=C(C=O)C=C1 (4-[1,3]Dioxolan-2-ylbenzaldehyde). Yield: 101.3%. Reaction SMILES: Br[C:2]1[CH:7]=[CH:6][C:5]([CH:8]2[O:12][CH2:11][CH2:10][O:9]2)=[CH:4][CH:3]=1.C([Li])CCC.[CH:18](N1CCOCC1)=[O:19]>O1CCCC1>[O:9]1[CH2:10][CH2:11][O:12][CH:8]1[C:5]1[CH:6]=[CH:7][C:2]([CH:18]=[O:19])=[CH:3][CH:4]=1. Procedure: To a tetrahydrofuran (100 mL) solution of 2-(4-bromo-phenyl)-1,3-dioxolane (8 g, 34.9 mmol) was added dropwise n-butyl lithium (19.6 mL, 2.67 M hexane solution, 52.4 mmol) at −78° C. After 1 hour of stirring at −78° C., N-formylmorpholine (4.42 g, 38.4 mmol) was added to the mixture, and stirred for 3 hours at the same temperature. This mixture was partitioned into diethyl ether and water. The organic layer was separated, washed with saturated aqueous sodium chloride, dried over anhydrous magnes... The reactants are BrCC1CCC1, CN(C)C=O, O=C(c1cc2cc(C(=O)N3CCCC3CN3CCCC3)ccc2[nH]1)N1CCC(F)(F)CC1, [H-], [Na+]. Product: O=C(c1cc2cc(C(=O)N3CCCC3CN3CCCC3)ccc2n1CC1CCC1)N1CCC(F)(F)CC1. RXN SMILES: [Br:35][CH2:36][CH:37]1[CH2:38][CH2:39][CH2:40]1.[CH3:41][N:42]([CH3:43])[CH:44]=[O:45].[F:1][C:2]1([F:32])[CH2:3][CH2:4][N:5]([C:8](=[O:9])[c:10]2[nH:11][c:12]3[cH:13][cH:14][c:15]([C:19](=[O:20])[N:21]4[CH:22]([CH2:26][N:27]5[CH2:28][CH2:29][CH2:30][CH2:31]5)[CH2:23][CH2:24][CH2:25]4)[cH:16][c:17]3[cH:18]2)[CH2:6][CH2:7]1.[H-:33].[Na+:34]>>[F:1][C:2]1([F:32])[CH2:3][CH2:4][N:5]([C:8](=[O:9])[c:10]2[n:11]([CH2:36][CH:37]3[CH2:38][CH2:39][CH2:40]3)[c:12]3[cH:13][cH:14][c:15]([C:19](=[O:20])[N:21]4[CH:22]([CH2:26][N:27]5[CH2:28][CH2:29][CH2:30][CH2:31]5)[CH2:23][CH2:24][CH2:25]4)[cH:16][c:17]3[cH:18]2)[CH2:6][CH2:7]1. Starting materials: Fc1c(Br)cccc1C(F)(F)F, CC(C)(C)OC(=O)N1CCN(c2nccnc2Cl)CC1, CC1(C)COB(B2OCC(C)(C)CO2)OC1, CC(=O)[O-], [K+], [Na+], [Na+], O=C([O-])[O-], CN(C)C=O, O. Product: CC(C)(C)OC(=O)N1CCN(c2nccnc2-c2cccc(C(F)(F)F)c2F)CC1. As a reaction SMILES: [Br:1][c:2]1[c:3]([F:12])[c:4]([C:8]([F:9])([F:10])[F:11])[cH:5][cH:6][cH:7]1.[C:34]([CH3:35])([CH3:36])([CH3:37])[O:38][C:39](=[O:40])[N:41]1[CH2:42][CH2:43][N:44]([c:47]2[n:48][cH:49][cH:50][n:51][c:52]2[Cl:53])[CH2:45][CH2:46]1.[CH3:13][C:14]1([CH3:15])[CH2:16][O:17][B:18]([B:19]2[O:20][CH2:21][C:22]([CH3:23])([CH3:24])[CH2:25][O:26]2)[O:27][CH2:28]1.[CH3:30][C:31](=[O:32])[O-:33].[K+:29].[Na+:54].[Na+:55].[O-:56][C:57](=[O:58])[O-:59].[O:60]=[CH:61][N:62]([CH3:63])[CH3:64].[OH2:65]>>[c:2]1(-[c:52]2[c:47]([N:44]3[CH2:43][CH2:42][N:41]([C:39]([O:38][C:34]([CH3:35])([CH3:36])[CH3:37])=[O:40])[CH2:46][CH2:45]3)[n:48][cH:49][cH:50][n:51]2)[c:3]([F:12])[c:4]([C:8]([F:9])([F:10])[F:11])[cH:5][cH:6][cH:7]1.